From a dataset of the Open Reaction Database (ORD), a public repository of structured organic reaction records. describe an organic reaction: reactants, conditions, products, and yield Reactants: NC(=O)c1cccc2nc(C3CCCN(C(=O)OCc4ccccc4)C3)oc12, CO, [H][H]. Yields the product NC(=O)c1cccc2nc(C3CCCNC3)oc12. Reaction SMILES: [C:1]([NH2:2])(=[O:3])[c:4]1[cH:5][cH:6][cH:7][c:8]2[n:9][c:10]([CH:13]3[CH2:14][N:15]([C:19]([O:20][CH2:21][c:22]4[cH:23][cH:24][cH:25][cH:26][cH:27]4)=[O:28])[CH2:16][CH2:17][CH2:18]3)[o:11][c:12]12.[CH3:31][OH:32].[H:29][H:30]>>[C:1]([NH2:2])(=[O:3])[c:4]1[cH:5][cH:6][cH:7][c:8]2[n:9][c:10]([CH:13]3[CH2:14][NH:15][CH2:16][CH2:17][CH2:18]3)[o:11][c:12]12. The reactants are C(C)OC(=O)C1(CCN(CC1)C(=O)OC(C)(C)C)CC=O (4-(2-oxo-ethyl)-piperidine-1,4-dicarboxylic acid 1-tert-butyl ester 4-ethyl ester), ClC(C)Cl (dichloroethane), NC=1C=CC(=NC1C)Br (5-amino-2-bromo-6-picoline), C(C)(=O)O (acetic acid), [BH-](OC(=O)C)(OC(=O)C)OC(=O)C.[Na+] (NaBH(OAc)3). The solvent is C(Cl)Cl (DCM). The product is C(C)OC(=O)C1(CCN(CC1)C(=O)OC(C)(C)C)CCNC=1C(=NC(=CC1)Br)C (4-[2-(6-Bromo-2-methyl-pyridin-3-ylamino)-ethyl]-piperidine-1,4-dicarboxylic acid 1-tert-butyl ester 4-ethyl ester). Yield: 50.0%. As a reaction SMILES: [CH2:1]([O:3][C:4]([C:6]1([CH2:19][CH:20]=O)[CH2:11][CH2:10][N:9]([C:12]([O:14][C:15]([CH3:18])([CH3:17])[CH3:16])=[O:13])[CH2:8][CH2:7]1)=[O:5])[CH3:2].ClC(Cl)C.[NH2:26][C:27]1[CH:28]=[CH:29][C:30]([Br:34])=[N:31][C:32]=1[CH3:33].C(O)(=O)C.[BH-](OC(C)=O)(OC(C)=O)OC(C)=O.[Na+]>C(Cl)Cl>[CH2:1]([O:3][C:4]([C:6]1([CH2:19][CH2:20][NH:26][C:27]2[C:32]([CH3:33])=[N:31][C:30]([Br:34])=[CH:29][CH:28]=2)[CH2:7][CH2:8][N:9]([C:12]([O:14][C:15]([CH3:18])([CH3:17])[CH3:16])=[O:13])[CH2:10][CH2:11]1)=[O:5])[CH3:2] |f:4.5|. Procedure details: To a solution of 4-(2-oxo-ethyl)-piperidine-1,4-dicarboxylic acid 1-tert-butyl ester 4-ethyl ester (0.56 g, 1.87 mmol) in 1-2 dichloroethane (DCE, 6 mL) was added 5-amino-2-bromo-6-picoline (0.35 g, 1.87 mmol), acetic acid (3.1 eq) and allowed to stir at room temperature for an hour. NaBH(OAc)3 (3 equiv.) was then added in one portion and the reaction mixture was allowed to stir at room temperature for 16 hours. The reaction was diluted with DCM (10 mL), quenched with 2 M of NH4OH in water (1 mL... Starting materials: N(=[N+]=[N-])CC(=O)N(C=1N=C(SC1C#N)N1CCOCC1)CC1=C(C(=CC=C1)Cl)C (2-azido-N-[(3-chloro-2-methylphenyl)methyl]-N-[5-cyano-2-(4-morpholinyl)-1,3-thiazol-4-yl]acetamide), C1=CC=C(C=C1)P(C2=CC=CC=C2)C3=CC=CC=C3 (Ph3P), CC(C)(C)OC(=O)OC(=O)OC(C)(C)C (Boc2O), C(=O)(O)[O-].[Na+] (NaHCO3). The solvent is O1CCCC1 (Tetrahydrofuran), O (H2O), C(Cl)Cl (DCM). Run at time 5 hour. Yields the product NCC1=NC(C2=C(N1CC1=C(C(=CC=C1)Cl)C)N=C(S2)N2CCOCC2)=O (5-(aminomethyl)-4-[(3-chloro-2-methylphenyl)methyl]-2-(4-morpholinyl)[1.3]thiazolo[4,5-d]pyrimidin-7(4H)-one). As a reaction SMILES: [N:1]([CH2:4][C:5]([N:7]([CH2:21][C:22]1[CH:27]=[CH:26][CH:25]=[C:24]([Cl:28])[C:23]=1[CH3:29])[C:8]1[N:9]=[C:10]([N:15]2[CH2:20][CH2:19][O:18][CH2:17][CH2:16]2)[S:11][C:12]=1[C:13]#[N:14])=O)=[N+]=[N-].C1C=CC(P(C2C=CC=CC=2)C2C=CC=CC=2)=CC=1.C([O-])(O)=[O:50].[Na+].CC(OC(OC(OC(C)(C)C)=O)=O)(C)C>O1CCCC1.O.C(Cl)Cl>[NH2:1][CH2:4][C:5]1[N:7]([CH2:21][C:22]2[CH:27]=[CH:26][CH:25]=[C:24]([Cl:28])[C:23]=2[CH3:29])[C:8]2[N:9]=[C:10]([N:15]3[CH2:20][CH2:19][O:18][CH2:17][CH2:16]3)[S:11][C:12]=2[C:13](=[O:50])[N:14]=1 |f:2.3|. Reported procedure: To a solution of 2-azido-N-[(3-chloro-2-methylphenyl)methyl]-N-[5-cyano-2-(4-morpholinyl)-1,3-thiazol-4-yl]acetamide (300 mg, 0.695 mmol) in Tetrahydrofuran (THF) (20 mL) and H2O (2 mL) was added Ph3P (547 mg, 2.084 mmol). The mixture was stirred at rt for 5 hr before removal of the solvent. To the residue was added 50 mL DCM and 20 mL NaHCO3 (sat.), followed by Boc2O (0.323 mL, 1.389 mmol). The mixture was stirred at rt for 17 hrs. The organic layer was concentrated and purified on a silica col... Starting materials: Cl (hydrochloric acid), N(=O)[O-].[Na+] (sodium nitrite), NC1=C(C=CC(=C1)CN1CCN(CC1)C1=CC=C(C=C1)F)CNC(C)=O (N-(2-amino-4-((4-(4-fluorophenyl)piperazin-1-yl)methyl)phenylmethyl)acetamide), Cl (hydrochloric acid), [OH-].[Na+] (sodium hydroxide). The reagents and catalysts are [Cu]Cl (copper(I) chloride). Conditions: time 40 minute. Product: ClC1=C(C=CC(=C1)CN1CCN(CC1)C1=CC=C(C=C1)F)CNC(C)=O (N-(2-Chloro-4-((4-(4-fluorophenyl)-piperazin-1-yl)methyl)phenylmethyl)acetamide). RXN SMILES: N([O-])=O.[Na+].N[C:6]1[CH:11]=[C:10]([CH2:12][N:13]2[CH2:18][CH2:17][N:16]([C:19]3[CH:24]=[CH:23][C:22]([F:25])=[CH:21][CH:20]=3)[CH2:15][CH2:14]2)[CH:9]=[CH:8][C:7]=1[CH2:26][NH:27][C:28](=[O:30])[CH3:29].[OH-].[Na+].[ClH:33]>[Cu]Cl>[Cl:33][C:6]1[CH:11]=[C:10]([CH2:12][N:13]2[CH2:18][CH2:17][N:16]([C:19]3[CH:24]=[CH:23][C:22]([F:25])=[CH:21][CH:20]=3)[CH2:15][CH2:14]2)[CH:9]=[CH:8][C:7]=1[CH2:26][NH:27][C:28](=[O:30])[CH3:29] |f:0.1,3.4|. Procedure details: To an aqueous solution (2 ml) of sodium nitrite (213 mg) was added a solution of N-(2-amino-4-((4-(4-fluorophenyl)piperazin-1-yl)methyl)phenylmethyl)acetamide (1.1 g) in conc. hydrochloric acid (5 ml) under ice-cooling. This mixture was stirred at the same temperature for 40 min. The reaction mixture was added to a solution of copper(I) chloride (183 mg) in conc. hydrochloric acid (2 ml) over 10 min. The mixture was stirred at room temperature for 2 hr. The reaction mixture was poured into aqueo...